From a dataset of the Open Reaction Database (ORD), a public repository of structured organic reaction records. describe an organic reaction: reactants, conditions, products, and yield The reactants are C1(=CC=CC=C1)C(C)C=1OC=C(N1)C (2-α-phenylethyl-4-methyloxazole), CS(=O)(=O)C=1COCC1 (3-methylsulfonyl-2,5-dihydrofuran). Yields the product C1(=CC=CC=C1)C(C)C1=NC(=C(C2=C1COC2)O)C (4-α-Phenylethyl-6-methyl-1,3-dihydro-furo[3,4-c]pyridin-7-ol). As a reaction SMILES: [C:1]1([CH:7]([C:9]2[O:10][CH:11]=[C:12]([CH3:14])[N:13]=2)[CH3:8])[CH:6]=[CH:5][CH:4]=[CH:3][CH:2]=1.CS([C:19]1[CH2:20][O:21][CH2:22][CH:23]=1)(=O)=O>>[C:1]1([CH:7]([C:9]2[C:19]3[CH2:20][O:21][CH2:22][C:23]=3[C:11]([OH:10])=[C:12]([CH3:14])[N:13]=2)[CH3:8])[CH:6]=[CH:5][CH:4]=[CH:3][CH:2]=1. Reported procedure: 4-α-Phenylethyl-6-methyl-1,3-dihydro-furo[3,4-c]pyridin-7-ol is prepared, using the method described in Example 13, by reacting 2-α-phenylethyl-4-methyloxazole and 3-methylsulfonyl-2,5-dihydrofuran; melting point 163° C. The reactants are COC1=C2CC(CC2=C(C(=C1OC)OC)OC)CCCCCCCCN1C(C=2C(C1=O)=CC=CC2)=O (N-[8-(4,5,6,7-tetramethoxyindan-2-yl)octyl]phthalimide), O.NN (hydrazine monohydrate). Solvent: C(C)O (ethanol). Yields the product COC1=C2CC(CC2=C(C(=C1OC)OC)OC)CCCCCCCCN (N-[8-(4,5,6,7-Tetramethoxyindan-2-yl)octyl]amine). Isolated yield 91.8%. As a reaction SMILES: [CH3:1][O:2][C:3]1[C:11]([O:12][CH3:13])=[C:10]([O:14][CH3:15])[C:9]([O:16][CH3:17])=[C:8]2[C:4]=1[CH2:5][CH:6]([CH2:18][CH2:19][CH2:20][CH2:21][CH2:22][CH2:23][CH2:24][CH2:25][N:26]1C(=O)C3=CC=CC=C3C1=O)[CH2:7]2.O.NN>C(O)C>[CH3:17][O:16][C:9]1[C:10]([O:14][CH3:15])=[C:11]([O:12][CH3:13])[C:3]([O:2][CH3:1])=[C:4]2[C:8]=1[CH2:7][CH:6]([CH2:18][CH2:19][CH2:20][CH2:21][CH2:22][CH2:23][CH2:24][CH2:25][NH2:26])[CH2:5]2 |f:1.2|. Procedure details: The mixture of N-[8-(4,5,6,7-tetramethoxyindan-2-yl)octyl]phthalimide (384 mg), hydrazine monohydrate (194 mg) in ethanol (8 ml) was heated under reflux for 6 hr. The reaction mixture was cooled to room temperature and solid was filtered off and the filtrate was concentrated. The residue was diluted with ethyl acetate, washed with 1M aqueous potassium carbonate, water, and saturated aqueous sodium chloride, and dried. The solvent was removed in vacuo to yield the entitled compound (260 mg) as an... Reactants: C(C1=CC=CC=C1)N1CCC(CC1)N(C1=NC=CC=C1NCC)CC (1-Benzyl-4-[N-ethyl-N-(3-(ethylamino)-2-pyridinyl)amino]piperidine). The reagents and catalysts are [OH-].[Pd+2].[OH-] (palladium hydroxide). Run in C(C)O (ethanol). Run at time 24 hour. Yields the product C(C)N(C1=NC=CC=C1NCC)C1CCNCC1 (4-[N-ethyl-N-(3-(ethylamino)-2-pyridinyl)amino]piperidine). RXN SMILES: C([N:8]1[CH2:13][CH2:12][CH:11]([N:14]([CH2:24][CH3:25])[C:15]2[C:20]([NH:21][CH2:22][CH3:23])=[CH:19][CH:18]=[CH:17][N:16]=2)[CH2:10][CH2:9]1)C1C=CC=CC=1>C(O)C.[OH-].[Pd+2].[OH-]>[CH2:24]([N:14]([CH:11]1[CH2:10][CH2:9][NH:8][CH2:13][CH2:12]1)[C:15]1[C:20]([NH:21][CH2:22][CH3:23])=[CH:19][CH:18]=[CH:17][N:16]=1)[CH3:25] |f:2.3.4|. Reported procedure: 1-Benzyl-4-[N-ethyl-N-(3-(ethylamino)-2-pyridinyl)amino]piperidine (EXAMPLE 205, 0.41 g, 1.2 mmol) is dissolved in 20 ml of ethanol and 0.20 g of palladium hydroxide is added. The reaction is placed on a Parr hydrogenator under 40 psi for 24 hrs. Then it is filtered through diatomaceous earth and concentrated under reduced pressure to give the title compound, NMR (300 MHz, CDCl3) 7.60, 6.80, 6.67, 4.53, 3.76, 3.76, 3.15-2.95, 2.56, 1.76, 1.54, 1.12 and 0.73δ. Starting materials: [OH-].[Na+] (sodium hydroxide), C(C)(C)C1=CC=2C3=C(NC2C=C1)C1=CC=CC=C1C3 (5,10-Dihydro-8-iso-propylindeno [1,2-b]indole), ice water, C(#N)[BH3-].[Na+] (Sodium cyanoborohydride). Solvent: C(C)(=O)O (acetic acid). Conditions: time 30 minute. Yields the product C(C)(C)C1=CC=2[C@@H]3[C@H](NC2C=C1)C1=CC=CC=C1C3 (cis-4b,5,9b,10-Tetrahydro-8-iso-propylindeno[1,2-b]indole). As a reaction SMILES: [CH:1]([C:4]1[CH:12]=[CH:11][C:10]2[NH:9][C:8]3[C:13]4[C:18]([CH2:19][C:7]=3[C:6]=2[CH:5]=1)=[CH:17][CH:16]=[CH:15][CH:14]=4)([CH3:3])[CH3:2].C([BH3-])#N.[Na+].[OH-].[Na+]>C(O)(=O)C>[CH:1]([C:4]1[CH:12]=[CH:11][C:10]2[NH:9][C@@H:8]3[C:13]4[C:18]([CH2:19][C@@H:7]3[C:6]=2[CH:5]=1)=[CH:17][CH:16]=[CH:15][CH:14]=4)([CH3:3])[CH3:2] |f:1.2,3.4|. Procedure: 5,10-Dihydro-8-iso-propylindeno [1,2-b]indole (5.27 g, 21.3 mmol) was stirred at room temperature in glacial acetic acid (100 cm3). Sodium cyanoborohydride (5 g, 3 equivalents) was added portionwise over a period of 30 minutes. The reaction was stirred for a further 30 minutes, and then poured into ice/water (150 cm3). After stirring for 30 minutes, the solution was neutralised with aqueous sodium hydroxide, and the colourless solid thus formed collected by filtration. This solid was washed copi... Reactants: FC(C(C(F)(F)F)(O)C=1C=C(C=NC1)B(O)O)(F)F ([5-(1,1,1,3,3,3-hexafluoro-2-hydroxypropan-2-yl)pyridin-3-yl]boronic acid), BrC=1C=C2CCC=3N(C2=CC1)C=NN3 (7-bromo-4,5-dihydro[1,2,4]triazolo[4,3-a]quinoline), C([O-])([O-])=O.[K+].[K+] (potassium carbonate). Reagents/catalysts: CC(C)(C)P(C1=CC=C(C=C1)N(C)C)C(C)(C)C.CC(C)(C)P(C1=CC=C(C=C1)N(C)C)C(C)(C)C.Cl[Pd]Cl (bis(di-tert-butyl(4-dimethylaminophenyl)phosphine)dichloropalladium(II)). The solvent is C(C)(C)(C)O (tert-butanol), O (water). Reaction conditions: temperature 80 celsius. Product: C1=NN=C2N1C1=CC=C(C=C1CC2)C=2C=C(C=NC2)C(C(F)(F)F)(C(F)(F)F)O (2-[5-(4,5-dihydro[1,2,4]triazolo[4,3-a]quinolin-7-yl)pyridin-3-yl]-1,1,1,3,3,3-hexafluoropropan-2-ol). RXN SMILES: [F:1][C:2]([F:19])([F:18])[C:3]([C:9]1[CH:10]=[C:11](B(O)O)[CH:12]=[N:13][CH:14]=1)([OH:8])[C:4]([F:7])([F:6])[F:5].Br[C:21]1[CH:22]=[C:23]2[C:28](=[CH:29][CH:30]=1)[N:27]1[CH:31]=[N:32][N:33]=[C:26]1[CH2:25][CH2:24]2.C(=O)([O-])[O-].[K+].[K+]>C(O)(C)(C)C.O.CC(P(C(C)(C)C)C1C=CC(N(C)C)=CC=1)(C)C.CC(P(C(C)(C)C)C1C=CC(N(C)C)=CC=1)(C)C.Cl[Pd]Cl>[CH:31]1[N:27]2[C:28]3[C:23]([CH2:24][CH2:25][C:26]2=[N:33][N:32]=1)=[CH:22][C:21]([C:11]1[CH:10]=[C:9]([C:3]([OH:8])([C:4]([F:7])([F:6])[F:5])[C:2]([F:19])([F:18])[F:1])[CH:14]=[N:13][CH:12]=1)=[CH:30][CH:29]=3 |f:2.3.4,7.8.9|. Procedure: A vial containing the title compound from Example 61 Step B (15 mg, 0.05 mmol), the title compound from Example 22 Step B (11.7 mg, 0.047 mmol), bis(di-tert-butyl(4-dimethylaminophenyl)phosphine)dichloropalladium(II) (3.68 mg, 5.19 μmol) and potassium carbonate (21.5 mg, 0.156 mmol) in tert-butanol (577 μL) and water (72 μL) was flushed with nitrogen, sealed tightly and heated to 80° C. overnight. The reaction solution was then cooled to room temperature and concentrated under reduced pressure. ... Reactants: CC(=O)O[BH-](OC(C)=O)OC(C)=O, C=O, CC1CNCCc2ccc(Cl)c(Cl)c21, CC(Cl)Cl, [Na+], [Na+], [OH-]. Yields the product CC1CN(C)CCc2ccc(Cl)c(Cl)c21. Reaction SMILES: [C:15]([O:16][BH-:17]([O:18][C:19](=[O:20])[CH3:21])[O:22][C:23](=[O:24])[CH3:25])(=[O:26])[CH3:27].[CH2:29]=[O:30].[Cl:1][c:2]1[cH:3][cH:4][c:5]2[c:6]([c:13]1[Cl:14])[CH:7]([CH3:12])[CH2:8][NH:9][CH2:10][CH2:11]2.[Cl:31][CH:32]([Cl:33])[CH3:34].[Na+:28].[Na+:36].[OH-:35]>>[Cl:1][c:2]1[cH:3][cH:4][c:5]2[c:6]([c:13]1[Cl:14])[CH:7]([CH3:12])[CH2:8][N:9]([CH3:15])[CH2:10][CH2:11]2. The reactants are CC(C)c1c(CBr)n(C)n(-c2ccccc2)c1=O, CCOC(C)=O, [H-], [Na+], CN(C)C=O, O, Oc1ccc(Cl)cc1. Yields the product CC(C)c1c(COc2ccc(Cl)cc2)n(C)n(-c2ccccc2)c1=O. As a reaction SMILES: [Br:11][CH2:12][c:13]1[c:14]([CH:26]([CH3:27])[CH3:28])[c:15](=[O:25])[n:16](-[c:19]2[cH:20][cH:21][cH:22][cH:23][cH:24]2)[n:17]1[CH3:18].[CH3:35][CH2:36][O:37][C:38]([CH3:39])=[O:40].[H-:1].[Na+:2].[O:29]=[CH:30][N:31]([CH3:32])[CH3:33].[OH2:34].[OH:3][c:4]1[cH:5][cH:6][c:7]([Cl:8])[cH:9][cH:10]1>>[O:3]([c:4]1[cH:5][cH:6][c:7]([Cl:8])[cH:9][cH:10]1)[CH2:12][c:13]1[c:14]([CH:26]([CH3:27])[CH3:28])[c:15](=[O:25])[n:16](-[c:19]2[cH:20][cH:21][cH:22][cH:23][cH:24]2)[n:17]1[CH3:18]. The reactants are Cl, COCCc1nc2c(N)nc3ccccc3c2n1CCCNC(=O)OC(C)(C)C, C1COCCO1. The product is COCCc1nc2c(N)nc3ccccc3c2n1CCCN. Reaction SMILES: [ClH:30].[NH2:1][c:2]1[n:3][c:4]2[cH:5][cH:6][cH:7][cH:8][c:9]2[c:10]2[c:11]1[n:12][c:13]([CH2:26][CH2:27][O:28][CH3:29])[n:14]2[CH2:15][CH2:16][CH2:17][NH:18][C:19](=[O:20])[O:21][C:22]([CH3:23])([CH3:24])[CH3:25].[O:31]1[CH2:32][CH2:33][O:34][CH2:35][CH2:36]1>>[NH2:1][c:2]1[n:3][c:4]2[cH:5][cH:6][cH:7][cH:8][c:9]2[c:10]2[c:11]1[n:12][c:13]([CH2:26][CH2:27][O:28][CH3:29])[n:14]2[CH2:15][CH2:16][CH2:17][NH2:18]. As a reaction SMILES: [CH:1]1([C:7]2([CH2:12][NH2:13])[S:11][CH2:10][CH2:9][S:8]2)[CH2:6][CH2:5][CH2:4][CH2:3][CH2:2]1.[CH3:14][CH:15]([C:17]1[CH:22]=[CH:21][CH:20]=[C:19]([CH:23]([CH3:25])[CH3:24])[C:18]=1[N:26]=[C:27]=[O:28])[CH3:16]>CCCCCC.C(OC(=O)C)C>[CH3:16][CH:15]([C:17]1[CH:22]=[CH:21][CH:20]=[C:19]([CH:23]([CH3:24])[CH3:25])[C:18]=1[NH:26][C:27]([NH:13][CH2:12][C:7]1([CH:1]2[CH2:2][CH2:3][CH2:4][CH2:5][CH2:6]2)[S:11][CH2:10][CH2:9][S:8]1)=[O:28])[CH3:14] |f:2.3|. Starting materials: C1(CCCCC1)C1(SCCS1)CN ((2-cyclohexyl-1,3-dithiolan-2-yl)methylamine), CC(C)C1=C(C(=CC=C1)C(C)C)N=C=O (2,6-bis(1-methylethyl)phenylisocyanate). Yields the product CC(C)C1=C(C(=CC=C1)C(C)C)NC(=O)NCC1(SCCS1)C1CCCCC1 (N-[2,6-bis(1-methylethyl)phenyl]-N'-(2-cyclohexyl-1,3-dithiolan-2-yl)methylurea). The solvent is CCCCCC.C(C)OC(C)=O (n-hexane ethylacetate). Reaction conditions: time 2 hour. Yield: 9.3%. Procedure details: To a stirred solution of (2-cyclohexyl-1,3-dithiolan-2-yl)methylamine (2.17 g 0.100 mole) in 40 ml of n-hexane/ethylacetate (5:1) is added dropwise at room temperature 2,6-bis(1-methylethyl)phenylisocyanate (1.94 g 0.105 mole). The reaction mixture is stirred at room temperature for two hours. Precipitated solid is filtered, washed with n-pentane/ether (1:1) and dried, yielding 3.90 g of N-[2,6-bis(1-methylethyl)phenyl]-N'-(2-cyclohexyl-1,3-dithiolan-2-yl)methylurea. Starting materials: CCOC(=O)CC1CSC(c2cc3cc(C)cc([N+](=O)[O-])c3[nH]2)=N1, O=C1CCC2(CC1)OCCO2. Product: CCOC(=O)CC1CSC(c2cc3cc(C)cc(NC4CCC5(CC4)OCCO5)c3[nH]2)=N1. As a reaction SMILES: [CH2:1]([CH3:2])[O:3][C:4]([CH2:5][CH:6]1[N:7]=[C:8]([c:11]2[nH:12][c:13]3[c:14]([N+:21]([O-:22])=[O:23])[cH:15][c:16]([CH3:20])[cH:17][c:18]3[cH:19]2)[S:9][CH2:10]1)=[O:24].[O:25]1[CH2:26][CH2:27][O:28][C:29]12[CH2:30][CH2:31][C:32](=[O:35])[CH2:33][CH2:34]2>>[CH2:1]([CH3:2])[O:3][C:4]([CH2:5][CH:6]1[N:7]=[C:8]([c:11]2[nH:12][c:13]3[c:14]([NH:21][CH:32]4[CH2:31][CH2:30][C:29]5([O:25][CH2:26][CH2:27][O:28]5)[CH2:34][CH2:33]4)[cH:15][c:16]([CH3:20])[cH:17][c:18]3[cH:19]2)[S:9][CH2:10]1)=[O:24].